describe an organic reaction: reactants, conditions, products, and yield From a dataset of the Open Reaction Database (ORD), a public repository of structured organic reaction records. Reactants: C1(=CCCC1)C1=C2C(CC(OC2=CC(=C1C(C1=CC=C(C=C1)C(F)(F)F)O)C(C)C)(C)C)=O (rac-5-Cyclopent-1-en-1-yl-6-{hydroxy[4-(trifluoromethyl)phenyl]methyl}-7-isopropyl-2,2-dimethyl-2,3-dihydro-4H-chromen-4-one). Reagents/catalysts: [Pd] (palladium-on-carbon). Solvent: C(C)O (ethanol). Run at time 8 hour. Yields the product C1(CCCC1)C1=C2C(CC(OC2=CC(=C1CC1=CC=C(C=C1)C(F)(F)F)C(C)C)(C)C)=O (5-Cyclopentyl-7-isopropyl-2,2-dimethyl-6-[4-(trifluoromethyl)benzyl]-2,3-dihydro-4H-chromen-4-one). RXN SMILES: [C:1]1([C:6]2[C:15]([CH:16](O)[C:17]3[CH:22]=[CH:21][C:20]([C:23]([F:26])([F:25])[F:24])=[CH:19][CH:18]=3)=[C:14]([CH:28]([CH3:30])[CH3:29])[CH:13]=[C:12]3[C:7]=2[C:8](=[O:33])[CH2:9][C:10]([CH3:32])([CH3:31])[O:11]3)[CH2:5][CH2:4][CH2:3][CH:2]=1>C(O)C.[Pd]>[CH:1]1([C:6]2[C:15]([CH2:16][C:17]3[CH:18]=[CH:19][C:20]([C:23]([F:24])([F:25])[F:26])=[CH:21][CH:22]=3)=[C:14]([CH:28]([CH3:29])[CH3:30])[CH:13]=[C:12]3[C:7]=2[C:8](=[O:33])[CH2:9][C:10]([CH3:31])([CH3:32])[O:11]3)[CH2:2][CH2:3][CH2:4][CH2:5]1. Reported procedure: A mixture of 60 mg (130 μmol) of 5-cyclopent-1-en-1-yl-6-{hydroxy[4-(trifluoromethyl)phenyl]-methyl}-7-isopropyl-2,2-dimethyl-2,3-dihydro-4H-chromen-4-one (Example 36A) and 14 mg of palladium-on-carbon (10%) in 10 ml of ethanol is stirred under a hydrogen atmosphere at atmospheric pressure overnight. The suspension is filtered through Celite, the filter cake is washed with ethanol and the solvent is removed under reduced pressure. The residue is purified by column chromatography on silica gel (m... Reactants: ClC1=CC=C(C=C1)C=C1CS(CC(C1=O)=CC1=CC=C(C=C1)Cl)(=O)=O (tetrahydro-3,5-bis[(4-chlorophenyl)methylene]-4H-thiopyran-4-one-1,1-dioxide), C(CC)NN (n-propyl hydrazine). Solvent: CO (methanol). Product: ClC1=CC=C(C=C1)C1C2C(=NN1CCC)C(CS(C2)(=O)=O)=CC2=CC=C(C=C2)Cl (3-(4-Chlorophenyl)-7-[(4-chlorophenyl)methylene]-2,3,3a,4,6,7-hexahydro-2-propylthiopyrano[4,3-c]pyrazole-5,5-dioxide). Isolated yield 43.0%. As a reaction SMILES: [Cl:1][C:2]1[CH:7]=[CH:6][C:5]([CH:8]=[C:9]2[C:14](=O)[C:13](=[CH:16][C:17]3[CH:22]=[CH:21][C:20]([Cl:23])=[CH:19][CH:18]=3)[CH2:12][S:11](=[O:25])(=[O:24])[CH2:10]2)=[CH:4][CH:3]=1.[CH2:26]([NH:29][NH2:30])[CH2:27][CH3:28]>CO>[Cl:1][C:2]1[CH:7]=[CH:6][C:5]([CH:8]2[N:29]([CH2:26][CH2:27][CH3:28])[N:30]=[C:14]3[C:13](=[CH:16][C:17]4[CH:22]=[CH:21][C:20]([Cl:23])=[CH:19][CH:18]=4)[CH2:12][S:11](=[O:25])(=[O:24])[CH2:10][CH:9]23)=[CH:4][CH:3]=1. Procedure details: A mixture of 5.1g of tetrahydro-3,5-bis[(4-chlorophenyl)methylene]-4H-thiopyran-4-one-1,1-dioxide and 0.96g of n-propyl hydrazine in 250ml of methanol is heated at reflux temperature for 45 minutes. The solids which precipitate out are collected by filtration. The crude product is recrystallized twice from acetone/hexane to give 2.5g of the title compound, melting point 208°-210°C. The reactants are O1COC2=C1C=CC(=C2)C2=NC1=C(N2CCCC(=O)OCC)C=CC=C1 (ethyl 2-(1,3-benzodioxol-5-yl)-1H-benzimidazole-1-butanoate), O1COC2=C1C=CC(=C2)C2=NC1=C(N2CCCC(=O)OCC)C=CC=C1 (ethyl 2-(1,3-benzodioxol-5-yl)-1H-benzimidazole-1-butanoate), [H-].[H-].[H-].[H-].[Li+].[Al+3] (LAH). The solvent is C1CCOC1 (THF). Reaction conditions: time 8 hour. Product: O1COC2=C1C=CC(=C2)C2=NC1=C(N2CCCCO)C=CC=C1 (2-(1,3-benzodioxol-5-yl)-1H-benzimidazole-1-butanol). The yield is 70.8%. As a reaction SMILES: [O:1]1[C:5]2[CH:6]=[CH:7][C:8]([C:10]3[N:14]([CH2:15][CH2:16][CH2:17][C:18](OCC)=[O:19])[C:13]4[CH:23]=[CH:24][CH:25]=[CH:26][C:12]=4[N:11]=3)=[CH:9][C:4]=2[O:3][CH2:2]1.[H-].[H-].[H-].[H-].[Li+].[Al+3]>C1COCC1>[O:1]1[C:5]2[CH:6]=[CH:7][C:8]([C:10]3[N:14]([CH2:15][CH2:16][CH2:17][CH2:18][OH:19])[C:13]4[CH:23]=[CH:24][CH:25]=[CH:26][C:12]=4[N:11]=3)=[CH:9][C:4]=2[O:3][CH2:2]1 |f:1.2.3.4.5.6|. Procedure: To a solution of 762 mg (2.45 mmol) of ethyl 2-(1,3-benzodioxol-5-yl)-1H-benzimidazole-1-butanoate, the title compound of Example 1, in 12 mL of THF was added 2.45 mL of LAH (1M in THF) at ambient temperature, and the resulting mixture was stirred overnight. The reaction was quenched with water, extracted with ether, and the combined extracts were dried, and concentrated in vacuo. The residue was purified by silica gel chromatography to give 538 mg (83%) of 2-(1,3-benzodioxol-5-yl)-1H-benzimidaz... The reactants are BrC1=CC(=C(C=C1)NC(=O)NNC(C[C@H]1CN(CC1)C(=O)C1CC1)=O)Cl (N-(4-bromo-2-chlorophenyl)-2-{[(3S)-1-(cyclopropylcarbonyl)-3-pyrrolidinyl]acetyl}hydrazinecarboxamide), C(=O)([O-])[O-].[K+].[K+] (K2CO3). The solvent is O (water). Reaction conditions: temperature 120 celsius, time 5 hour. The product is BrC1=CC(=C(C=C1)N1C(NN=C1C[C@H]1CN(CC1)C(=O)C1CC1)=O)Cl (4-(4-bromo-2-chlorophenyl)-5-{[(3S)-1-(cyclopropylcarbonyl)-3 pyrrolidinyl]methyl}-2,4-dihydro-3H-1,2,4-triazol-3-one). The yield is 45.7%. Reaction SMILES: [Br:1][C:2]1[CH:7]=[CH:6][C:5]([NH:8][C:9]([NH:11][NH:12][C:13](=O)[CH2:14][C@@H:15]2[CH2:19][CH2:18][N:17]([C:20]([CH:22]3[CH2:24][CH2:23]3)=[O:21])[CH2:16]2)=[O:10])=[C:4]([Cl:26])[CH:3]=1.C([O-])([O-])=O.[K+].[K+]>O>[Br:1][C:2]1[CH:7]=[CH:6][C:5]([N:8]2[C:13]([CH2:14][C@@H:15]3[CH2:19][CH2:18][N:17]([C:20]([CH:22]4[CH2:24][CH2:23]4)=[O:21])[CH2:16]3)=[N:12][NH:11][C:9]2=[O:10])=[C:4]([Cl:26])[CH:3]=1 |f:1.2.3|. Reported procedure: To a suspension of N-(4-bromo-2-chlorophenyl)-2-{[(3S)-1-(cyclopropylcarbonyl)-3-pyrrolidinyl]acetyl}hydrazinecarboxamide (1.3 g, 2.93 mmol) in water (60 mL) was added K2CO3 (2.025 g, 14.65 mmol). The reaction flask was equipped with a reflux condenser and heated to reflux (bath=120° C.) with stirring. After 5 h (analysis by LCMS indicated no starting material remained), the reaction mixture was cooled to room temperature and filtered to collect a small amount of white precipitate (this was dete... The reactants are [Si](C1=CC=CC=C1)(C1=CC=CC=C1)(C(C)(C)C)OC[C@]12[C@@H]([C@H]3CC[C@@H]4[C@]5(CC=C(C([C@@H]5CC[C@]4([C@@]3(CC1)C)C)(C)C)C1=CC=C(C(=O)OC)C=C1)C)[C@@H](CC2)C(=C)C (methyl 4-((1R,3aS,5aR,5bR,7aR,11aS,11bR,13aR,13bR)-3a-((tert-butyldiphenylsilyloxy)methyl)-5a,5b,8,8,11a-pentamethyl-1-(prop-1-en-2-yl)-2,3,3a,4,5,5a,5b,6,7,7a,8,11,11a,11b,12,13,13a,13b-octadecahydro-1H-cyclopenta[a]chrysen-9-yl)benzoate), [F-].C(CCC)[N+](CCCC)(CCCC)CCCC (tetrabutylammonium fluoride). Solvent: C1CCOC1 (THF). Conditions: temperature 50 celsius. Product: OC[C@]12[C@@H]([C@H]3CC[C@@H]4[C@]5(CC=C(C([C@@H]5CC[C@]4([C@@]3(CC1)C)C)(C)C)C1=CC=C(C(=O)OC)C=C1)C)[C@@H](CC2)C(=C)C (methyl 4-((1R,3aS,5aR,5bR,7aR,11aS,11bR,13aR,13bR)-3a-(hydroxymethyl)-5a,5b,8,8,11a-pentamethyl-1-(prop-1-en-2-yl)-2,3,3a,4,5,5a,5b,6,7,7a,8,11,11a,11b,12,13,13a,13b-octadecahydro-1H-cyclopenta[a]chrysen-9-yl)benzoate). The yield is 79.7%. RXN SMILES: [Si]([O:18][CH2:19][C@:20]12[CH2:55][CH2:54][C@@H:53]([C:56]([CH3:58])=[CH2:57])[C@@H:21]1[C@@H:22]1[C@@:35]([CH3:38])([CH2:36][CH2:37]2)[C@@:34]2([CH3:39])[C@@H:25]([C@:26]3([CH3:52])[C@@H:31]([CH2:32][CH2:33]2)[C:30]([CH3:41])([CH3:40])[C:29]([C:42]2[CH:51]=[CH:50][C:45]([C:46]([O:48][CH3:49])=[O:47])=[CH:44][CH:43]=2)=[CH:28][CH2:27]3)[CH2:24][CH2:23]1)(C(C)(C)C)(C1C=CC=CC=1)C1C=CC=CC=1.[F-].C([N+](CCCC)(CCCC)CCCC)CCC>C1COCC1>[OH:18][CH2:19][C@:20]12[CH2:55][CH2:54][C@@H:53]([C:56]([CH3:58])=[CH2:57])[C@@H:21]1[C@@H:22]1[C@@:35]([CH3:38])([CH2:36][CH2:37]2)[C@@:34]2([CH3:39])[C@@H:25]([C@:26]3([CH3:52])[C@@H:31]([CH2:32][CH2:33]2)[C:30]([CH3:41])([CH3:40])[C:29]([C:42]2[CH:51]=[CH:50][C:45]([C:46]([O:48][CH3:49])=[O:47])=[CH:44][CH:43]=2)=[CH:28][CH2:27]3)[CH2:24][CH2:23]1 |f:1.2|. Procedure: Betuline (2 g, 4.52 mmol) was dissolved in DMF (13 ml) and treated with IMIDAZOLE (0.923 g, 13.55 mmol) and TBDPS-Cl (2.437 ml, 9.49 mmol) at 50° C. for 18 h. TLC showed the reaction was complete. The reaction mixture was cooled to rt and diluted with EtOAc and water. The organic layer was separated dried over sodium sulfate, filtered and concentrated in vacuo. The crude was purified using silica gel chromatography (0-20% EtOAc/Hex) to afford (1R,3aS,5aR,5bR,7aR,9S,11aR,11bR,13bR)-3a-((tert-buty... The reactants are COCC1CCCN1, CN(C)C=O, CCO, Fc1ccc2c(-c3ccc(OCC4CO4)cc3)noc2c1. The product is COCC1CCCN1CC(O)COc1ccc(-c2noc3cc(F)ccc23)cc1. RXN SMILES: [CH3:22][O:23][CH2:24][CH:25]1[NH:26][CH2:27][CH2:28][CH2:29]1.[CH3:30][N:31]([CH3:32])[CH:33]=[O:34].[CH3:35][CH2:36][OH:37].[F:1][c:2]1[cH:3][c:4]2[c:5]([c:6](-[c:9]3[cH:10][cH:11][c:12]([O:15][CH2:16][CH:17]4[O:18][CH2:19]4)[cH:13][cH:14]3)[n:7][o:8]2)[cH:20][cH:21]1>>[F:1][c:2]1[cH:3][c:4]2[c:5]([c:6](-[c:9]3[cH:10][cH:11][c:12]([O:15][CH2:16][CH:17]([OH:18])[CH2:19][N:26]4[CH:25]([CH2:24][O:23][CH3:22])[CH2:29][CH2:28][CH2:27]4)[cH:13][cH:14]3)[n:7][o:8]2)[cH:20][cH:21]1. Reactants: C1CCNC1, CC(C)CC(=O)C(=O)O, ClCCl. Product: CC(C)CC(=O)C(=O)N1CCCC1. RXN SMILES: [CH2:10]1[CH2:11][CH2:12][NH:13][CH2:14]1.[CH3:1][CH:2]([CH2:3][C:4]([C:5](=[O:6])[OH:7])=[O:8])[CH3:9].[Cl:15][CH2:16][Cl:17]>>[CH3:1][CH:2]([CH2:3][C:4]([C:5](=[O:7])[N:13]1[CH2:12][CH2:11][CH2:10][CH2:14]1)=[O:8])[CH3:9].